From a dataset of the Open Reaction Database (ORD), a public repository of structured organic reaction records. describe an organic reaction: reactants, conditions, products, and yield The reactants are COC(=O)C=1C=C(C=C(C1)N)C1=CC=C(C=C1)C (5-Amino-4′-methyl-biphenyl-3-carboxylic acid methyl ester), C(I)I (methylene iodide), [N+](=O)([O-])[O-] (nitrate). Yields the product IC=1C=C(C=C(C1)C1=CC=C(C=C1)C)C(=O)O (5-iodo-4′-methyl-biphenyl-3-carboxylic acid). As a reaction SMILES: C[O:2][C:3]([C:5]1[CH:6]=[C:7]([C:12]2[CH:17]=[CH:16][C:15]([CH3:18])=[CH:14][CH:13]=2)[CH:8]=[C:9](N)[CH:10]=1)=[O:4].C(I)[I:20].[N+]([O-])([O-])=O>>[I:20][C:9]1[CH:10]=[C:5]([C:3]([OH:2])=[O:4])[CH:6]=[C:7]([C:12]2[CH:17]=[CH:16][C:15]([CH3:18])=[CH:14][CH:13]=2)[CH:8]=1. Procedure: 5-Amino-4′-methyl-biphenyl-3-carboxylic acid methyl ester was treated with methylene iodide and isoamy nitrate using the procedure of step 5 of preparation 5, to afford 5-iodo-4′-methyl-biphenyl-3-carboxylic acid, MS (M+H)=353. The reactants are COC(COC1=C(C=C(C(=C1)C(C)(C)C)SC#N)C)=O ((5-tert-butyl-2-methyl-4-thiocyanato-phenoxy) acetic acid methyl ester), Cl (HCl), [H-].[Al+3].[Li+].[H-].[H-].[H-] (lithium aluminum hydride). Run in CCOC(=O)C (EtOAc), O (H2O), [H][H] (hydrogen), C1CCOC1 (THF), C1CCOC1 (THF). Conditions: temperature 0 celsius. The product is C(C)(C)(C)C=1C(=CC(=C(OCCO)C1)C)S (2-(5-tert-Butyl-4-mercapto-2-methyl-phenoxy)-ethanol). Reaction SMILES: [H-].[Al+3].[Li+].[H-].[H-].[H-].C[O:8][C:9](=O)[CH2:10][O:11][C:12]1[CH:17]=[C:16]([C:18]([CH3:21])([CH3:20])[CH3:19])[C:15]([S:22]C#N)=[CH:14][C:13]=1[CH3:25].Cl>C1COCC1.CCOC(C)=O.O.[H][H]>[C:18]([C:16]1[C:15]([SH:22])=[CH:14][C:13]([CH3:25])=[C:12]([CH:17]=1)[O:11][CH2:10][CH2:9][OH:8])([CH3:21])([CH3:20])[CH3:19] |f:0.1.2.3.4.5|. Reported procedure: To a round bottom flask equipped with a magnetic stirrer and addition funnel were added 1.50 g (39.5 mmol) of lithium aluminum hydride and freshly distilled THF (40 mL). This slurry was cooled to 0° C. and treated dropwise with a solution of (5-tert-butyl-2-methyl-4-thiocyanato-phenoxy) acetic acid methyl ester (prepared in Example KKK; 4.48 g, 15.3 mmol) dissolved in freshly distilled THF (40 mL). The reaction was worked up by diluting the slurry with EtOAc and slowly adding H2O until hydrogen ... Starting materials: CCOC(=O)c1ccc(NC2(C#N)CCCCC2)cc1, [Na+], [OH-], O=S(=O)(O)O. Yields the product CCOC(=O)c1ccc(NC2(C(N)=O)CCCCC2)cc1. Reaction SMILES: [CH2:1]([CH3:2])[O:3][C:4]([c:5]1[cH:6][cH:7][c:8]([NH:11][C:12]2([C:18]#[N:19])[CH2:13][CH2:14][CH2:15][CH2:16][CH2:17]2)[cH:9][cH:10]1)=[O:20].[Na+:22].[OH-:21].[S:23](=[O:24])(=[O:25])([OH:26])[OH:27]>>[CH2:1]([CH3:2])[O:3][C:4]([c:5]1[cH:6][cH:7][c:8]([NH:11][C:12]2([C:18]([NH2:19])=[O:21])[CH2:13][CH2:14][CH2:15][CH2:16][CH2:17]2)[cH:9][cH:10]1)=[O:20]. Starting materials: C(C)(C)(C)OC(=O)N1CCN(CC1)C(CCC1=C(C=C(C=C1)C(=O)N1C2=C(NC=3N(N=CC3C1)C)C=CC=C2)C)=O (4-{3-[2-Methyl-4-(3-methyl-4,10-dihydro-3H-2,3,4,9-tetraaza-benzo[f]azulene-9-carbonyl)-phenyl]-propionyl}-piperazine-1-carboxylic acid tert-butyl ester), Cl.O1CCOCC1 (HCl dioxan). Run in CO (methanol). Conditions: time 3 hour. Product: CC1=C(C=CC(=C1)C(=O)N1C2=C(NC=3N(N=CC3C1)C)C=CC=C2)CCC(=O)N2CCNCC2 (3-[2-Methyl-4-(3-methyl-4,10-dihydro-3H-2,3,4,9-tetraaza-benzo[f]azulene-9-carbonyl)-phenyl]-1-piperazin-1-yl-propan-1-one). Isolated yield 73.0%. As a reaction SMILES: C(OC([N:8]1[CH2:13][CH2:12][N:11]([C:14](=[O:41])[CH2:15][CH2:16][C:17]2[CH:22]=[CH:21][C:20]([C:23]([N:25]3[CH2:34][C:33]4[CH:32]=[N:31][N:30]([CH3:35])[C:29]=4[NH:28][C:27]4[CH:36]=[CH:37][CH:38]=[CH:39][C:26]3=4)=[O:24])=[CH:19][C:18]=2[CH3:40])[CH2:10][CH2:9]1)=O)(C)(C)C.Cl.O1CCOCC1>CO>[CH3:40][C:18]1[CH:19]=[C:20]([C:23]([N:25]2[CH2:34][C:33]3[CH:32]=[N:31][N:30]([CH3:35])[C:29]=3[NH:28][C:27]3[CH:36]=[CH:37][CH:38]=[CH:39][C:26]2=3)=[O:24])[CH:21]=[CH:22][C:17]=1[CH2:16][CH2:15][C:14]([N:11]1[CH2:10][CH2:9][NH:8][CH2:13][CH2:12]1)=[O:41] |f:1.2|. Procedure details: 4-{3-[2-Methyl-4-(3-methyl-4,10-dihydro-3H-2,3,4,9-tetraaza-benzo[f]azulene-9-carbonyl)-phenyl]-propionyl}-piperazine-1-carboxylic acid tert-butyl ester from Example E47.1 (1.09 g, 1.95 mmol) was dissolved in methanol (20 ml) and 4M HCl/dioxan solution (20 ml) was added. The mixture was stirred for 3 h at room temperature, concentrated in vacuo and azeotroped with toluene. The residue was dissolved in methanol (30 ml) and ammonia (5 ml) then concentrated in vacuo. The residue was purified by fla... Starting materials: Cl (hydrochloric acid), C(C)(=O)C1=CC(=C(OCC=2C=C(C#N)C=CC2)C=C1O)CC (3-[(4-acetyl-5-hydroxy-2-ethylphenoxy)methyl]benzonitrile), [OH-].[K+] (potassium hydroxide), C(C)O (ethanol), O (water). Solvent: C(C)(=O)OCC (ethyl acetate). The product is C(C)(=O)C1=CC(=C(OCC=2C=C(C(=O)O)C=CC2)C=C1O)CC (3-[(4-Acetyl-5-hydroxy-2-ethylphenoxy)methyl]benzoic acid). Reaction SMILES: [C:1]([C:4]1[C:19]([OH:20])=[CH:18][C:7]([O:8][CH2:9][C:10]2[CH:11]=[C:12]([CH:15]=[CH:16][CH:17]=2)[C:13]#N)=[C:6]([CH2:21][CH3:22])[CH:5]=1)(=[O:3])[CH3:2].[OH-:23].[K+].C(O)C.Cl.[OH2:29]>C(OCC)(=O)C>[C:1]([C:4]1[C:19]([OH:20])=[CH:18][C:7]([O:8][CH2:9][C:10]2[CH:11]=[C:12]([CH:15]=[CH:16][CH:17]=2)[C:13]([OH:29])=[O:23])=[C:6]([CH2:21][CH3:22])[CH:5]=1)(=[O:3])[CH3:2] |f:1.2|. Procedure: A mixture of 1.5 % of 3-[(4-acetyl-5-hydroxy-2-ethylphenoxy)methyl]benzonitrile, 1.14 g of potassium hydroxide, 75 ml of ethanol and 75 ml of water was heated at reflux overnight. The mixture was acidified with hydrochloric acid and ettracted with ethyl acetate. The organic layer was extracted with 1 N sodium hydroxide. The base layer was acidified with hydrochloric acid and extracted with ethyl acetate. The organic layer was dried over sodium sulfate and concentrated in vacuo providing 1.06 g o... Starting materials: FC1=C(C=CC=C1F)[C@@H]1CC[C@H](C(N(C1)CC=1SC=CN1)=O)N(C(=O)OC(C)(C)C)C(=O)OC(C)(C)C (di-tert-butyl [(3R,6S)-6-(2,3-difluorophenyl)-2-oxo-1-(1,3-thiazol-2-ylmethyl)azepan-3-yl]imidodicarbonate), FC(C(=O)O)(F)F (trifluoroacetic acid). Solvent: C([O-])(O)=O.[Na+] (sodium bicarbonate), C(Cl)Cl (DCM). The product is N[C@H]1C(N(C[C@@H](CC1)C1=C(C(=CC=C1)F)F)CC=1SC=CN1)=O ((3R,6S)-3-Amino-6-(2,3-difluorophenyl)-1-(1,3-thiazol-2-ylmethyl)azepan-2-one). Yield: 0.1%. RXN SMILES: [F:1][C:2]1[C:7]([F:8])=[CH:6][CH:5]=[CH:4][C:3]=1[C@H:9]1[CH2:15][N:14]([CH2:16][C:17]2[S:18][CH:19]=[CH:20][N:21]=2)[C:13](=[O:22])[C@H:12]([N:23](C(OC(C)(C)C)=O)C(OC(C)(C)C)=O)[CH2:11][CH2:10]1.FC(F)(F)C(O)=O>C(Cl)Cl.C(=O)(O)[O-].[Na+]>[NH2:23][C@@H:12]1[CH2:11][CH2:10][C@@H:9]([C:3]2[CH:4]=[CH:5][CH:6]=[C:7]([F:8])[C:2]=2[F:1])[CH2:15][N:14]([CH2:16][C:17]2[S:18][CH:19]=[CH:20][N:21]=2)[C:13]1=[O:22] |f:3.4|. Procedure details: A solution of di-tert-butyl [(3R,6S)-6-(2,3-difluorophenyl)-2-oxo-1-(1,3-thiazol-2-ylmethyl)azepan-3-yl]imidodicarbonate (0.481 g, 0.895 mmol) in DCM (10 mL) was treated with trifluoroacetic acid (3 mL). After 1 h the reaction was diluted with saturated aqueous sodium bicarbonate, the layers separated, and the aqueous phase extracted with DCM (2×). The organic washes were combined, dried over magnesium sulfate, and concentrated to afford the title compound (0.30 mg). MS 338.2 (M+1). Reactants: C(C)(C)NC(C)C (Diisopropylamine), S1C=CC=2C1=CN=CC2 (Thieno[2,3-c]pyridine), BrC=1C=NC(=NC1)Cl (5-Bromo-2-chloropyrimidine), [Li]CCCC (n-BuLi), ClC=1C(C(=C(C(C1Cl)=O)C#N)C#N)=O (2,3-dichloro-5,6-dicyano-1,4-benzoquinone). The solvent is C1CCOC1 (THF), C1CCOC1 (THF), C1CCOC1 (THF), C1CCOC1 (THF). Reaction conditions: temperature 0 celsius, time 30 minute. Product: BrC=1C(=NC(=NC1)Cl)C1=CC=2C(=CN=CC2)S1 (2-(5-Bromo-2-chloropyrimidin-4-yl)thieno[2,3-c]pyridine). Reaction SMILES: C(NC(C)C)(C)C.[Li]CCCC.[S:13]1[C:17]2=[CH:18][N:19]=[CH:20][CH:21]=[C:16]2[CH:15]=[CH:14]1.[Br:22][C:23]1[CH:24]=[N:25][C:26]([Cl:29])=[N:27][CH:28]=1.ClC1C(=O)C(C#N)=C(C#N)C(=O)C=1Cl>C1COCC1>[Br:22][C:23]1[C:24]([C:14]2[S:13][C:17]3=[CH:18][N:19]=[CH:20][CH:21]=[C:16]3[CH:15]=2)=[N:25][C:26]([Cl:29])=[N:27][CH:28]=1. Reported procedure: Diisopropylamine (1.02 mL, 7.27 mmol) was added to a flask containing anhydrous THF (10 mL) and the mixture, while kept under an atmosphere of nitrogen, was cooled to −78° C. n-BuLi (2.5 M in hexanes, 2.9 mL, 7.27 mmol) was added dropwise to the mixture, which was stirred for 30 min. Thieno[2,3-c]pyridine (0.82 g, 6.06 mmol) dissolved in anhydrous THF (10 mL) was added to the reaction mixture dropwise. The reaction was stirred at −78° C. for 10 min and then at −40° C. for 20 min. 5-Bromo-2-chlor...